This data is from the Open Reaction Database (ORD), a public repository of structured organic reaction records. The task is: describe an organic reaction: reactants, conditions, products, and yield Reactants: BrC(CCCCC(=O)OC)CCC (methyl 6-bromo-nonanoate), CC(=O)C=1C=CC(=CC1O)O (2,4-dihydroxyacetophenone), methyl ester. The solvent is C(C)C(=O)C (methyl ethyl ketone). The product is C(C)(=O)C1=C(C=C(OC(CCCCC(=O)O)CCC)C=C1)O (6-(4-Acetyl-3-hydroxyphenoxy)nonanoic acid). As a reaction SMILES: Br[CH:2]([CH2:11][CH2:12][CH3:13])[CH2:3][CH2:4][CH2:5][CH2:6][C:7]([O:9]C)=[O:8].[CH3:14][C:15]([C:17]1[CH:18]=[CH:19][C:20]([OH:24])=[CH:21][C:22]=1[OH:23])=[O:16]>C(C(C)=O)C>[C:15]([C:17]1[CH:18]=[CH:19][C:20]([O:24][CH:2]([CH2:11][CH2:12][CH3:13])[CH2:3][CH2:4][CH2:5][CH2:6][C:7]([OH:9])=[O:8])=[CH:21][C:22]=1[OH:23])(=[O:16])[CH3:14]. Procedure: Following the procedure of Example 48, 1.13 g. of methyl 6-bromo-nonanoate and 1.31 g. of 2,4-dihydroxyacetophenone were reacted in 50 ml. of methyl ethyl ketone. Hydrolysis of the resulting methyl ester intermediate gave 0.3 g. of the title product, M+ =308; NMR, IR. Starting materials: C, COC(=O)c1nc(N(CCOc2ccccc2)C(=O)OCc2ccccc2)ccc1Oc1nc(OC)cc(OC)n1, CO, [Pd]. The product is COC(=O)c1nc(NCCOc2ccccc2)ccc1Oc1nc(OC)cc(OC)n1. RXN SMILES: [C:44].[CH3:1][O:2][c:3]1[n:4][c:5]([O:11][c:12]2[c:13]([C:38](=[O:39])[O:40][CH3:41])[n:14][c:15]([N:18]([C:19]([O:20][CH2:21][c:22]3[cH:23][cH:24][cH:25][cH:26][cH:27]3)=[O:28])[CH2:29][CH2:30][O:31][c:32]3[cH:33][cH:34][cH:35][cH:36][cH:37]3)[cH:16][cH:17]2)[n:6][c:7]([O:9][CH3:10])[cH:8]1.[CH3:42][OH:43].[Pd:45]>>[CH3:1][O:2][c:3]1[n:4][c:5]([O:11][c:12]2[c:13]([C:38](=[O:39])[O:40][CH3:41])[n:14][c:15]([NH:18][CH2:29][CH2:30][O:31][c:32]3[cH:33][cH:34][cH:35][cH:36][cH:37]3)[cH:16][cH:17]2)[n:6][c:7]([O:9][CH3:10])[cH:8]1. The reactants are NC1=C(C(=NC=N1)N[C@@H](C)C1=NN2C(C(N1C1=CC=CC=C1)=O)=C(C=C2)C)Br ((S)-2-(1-((6-Amino-5-bromopyrimidin-4-yl)amino)ethyl)-5-methyl-3-phenylpyrrolo[2,1-f][1,2,4]triazin-4(3H)-one), COC1=C(C=CC(=C1)OC)S(=O)(=O)NC1=CC(=CC=C1)B1OC(C(O1)(C)C)(C)C (2,4-dimethoxy-N-(3-(4,4,5,5-tetramethyl-1,3,2-dioxaborolan-2-yl)phenyl)benzenesulfonamide), C([O-])([O-])=O.[Cs+].[Cs+] (cesium carbonate). Yields the product NC1=NC=NC(=C1C=1C=C(C=CC1)NS(=O)(=O)C1=C(C=C(C=C1)OC)OC)N[C@@H](C)C1=NN2C(C(N1C1=CC=CC=C1)=O)=C(C=C2)C ((S)—N-(3-(4-Amino-6-((1-(5-methyl-4-oxo-3-phenyl-3,4-dihydropyrrolo[2,1-f][1,2,4]triazin-2-yl)ethyl)amino)pyrimidin-5-yl)phenyl)-2,4-dimethoxybenzenesulfonamide). The yield is 71.9%. RXN SMILES: [NH2:1][C:2]1[N:7]=[CH:6][N:5]=[C:4]([NH:8][C@H:9]([C:11]2[N:16]([C:17]3[CH:22]=[CH:21][CH:20]=[CH:19][CH:18]=3)[C:15](=[O:23])[C:14]3=[C:24]([CH3:27])[CH:25]=[CH:26][N:13]3[N:12]=2)[CH3:10])[C:3]=1Br.[CH3:29][O:30][C:31]1[CH:36]=[C:35]([O:37][CH3:38])[CH:34]=[CH:33][C:32]=1[S:39]([NH:42][C:43]1[CH:48]=[CH:47][CH:46]=[C:45](B2OC(C)(C)C(C)(C)O2)[CH:44]=1)(=[O:41])=[O:40].C(=O)([O-])[O-].[Cs+].[Cs+]>>[NH2:1][C:2]1[C:3]([C:45]2[CH:44]=[C:43]([NH:42][S:39]([C:32]3[CH:33]=[CH:34][C:35]([O:37][CH3:38])=[CH:36][C:31]=3[O:30][CH3:29])(=[O:41])=[O:40])[CH:48]=[CH:47][CH:46]=2)=[C:4]([NH:8][C@H:9]([C:11]2[N:16]([C:17]3[CH:22]=[CH:21][CH:20]=[CH:19][CH:18]=3)[C:15](=[O:23])[C:14]3=[C:24]([CH3:27])[CH:25]=[CH:26][N:13]3[N:12]=2)[CH3:10])[N:5]=[CH:6][N:7]=1 |f:2.3.4|. Procedure details: (S)-2-(1-((6-Amino-5-bromopyrimidin-4-yl)amino)ethyl)-5-methyl-3-phenylpyrrolo[2,1-f][1,2,4]triazin-4(3H)-one (100 mg, 0.23 mmol) was treated with 2,4-dimethoxy-N-(3-(4,4,5,5-tetramethyl-1,3,2-dioxaborolan-2-yl)phenyl)benzenesulfonamide (191 mg, 0.45 mmol), 2N cesium carbonate (340 μl, 3.08 mmol) and bis(diphenylphosphino)ferrocene-palladium(II)dichloride dichloromethane complex (20 mg, 0.02 mmol) according to the method described in Example 3 to give 108 mg (73% yield) of the title compound as ... The reactants are N#CCCCCl, NC(N)=S, O. The product is N#CCCCSC(=N)N, Cl. As a reaction SMILES: [Cl:1][CH2:2][CH2:3][CH2:4][C:5]#[N:6].[NH2:7][C:8]([NH2:9])=[S:10].[OH2:11]>>[CH2:2]([CH2:3][CH2:4][C:5]#[N:6])[S:10][C:8](=[NH:7])[NH2:9].[ClH:1]. Starting materials: [BH3-]C#N, CC(=O)O, CCOC(=O)C1=CN(C(=O)c2ccc(F)cc2)CC(=O)c2c1[nH]c1ccccc21, CCO, [NH4+], [Na+], [OH-]. The product is CCOC(=O)C1=CN(C(=O)c2ccc(F)cc2)CC(O)c2c1[nH]c1ccccc21. Reaction SMILES: [C:30]([BH3-:31])#[N:32].[C:39]([OH:40])(=[O:41])[CH3:42].[CH2:1]([CH3:2])[O:3][C:4](=[O:5])[C:6]1=[CH:7][N:8]([C:21]([c:22]2[cH:23][cH:24][c:25]([F:28])[cH:26][cH:27]2)=[O:29])[CH2:9][C:10](=[O:20])[c:11]2[c:12]1[nH:13][c:14]1[cH:15][cH:16][cH:17][cH:18][c:19]21.[CH3:36][CH2:37][OH:38].[NH4+:34].[Na+:33].[OH-:35]>>[CH2:1]([CH3:2])[O:3][C:4](=[O:5])[C:6]1=[CH:7][N:8]([C:21]([c:22]2[cH:23][cH:24][c:25]([F:28])[cH:26][cH:27]2)=[O:29])[CH2:9][CH:10]([OH:20])[c:11]2[c:12]1[nH:13][c:14]1[cH:15][cH:16][cH:17][cH:18][c:19]21. Reactants: COCC1=NN=C(O1)CN1C(N(C(C2=C1C=C(S2)C2=CC=CC=C2)=O)C2CCN(CC2)C(=O)OC(C)(C)C)=O (tert-butyl 4-[1-{[5-(methoxymethyl)-1,3,4-oxadiazol-2-yl]methyl}-2,4-dioxo-6-phenyl-1,4-dihydrothieno[3,2-d]pyrimidin-3(2H)-yl]piperidine-1-carboxylate), COCC1=NN=C(O1)CN1C(N(C(C2=C1C=C(S2)C2=CC=CC=C2)=O)C2CCN(CC2)C(=O)OC(C)(C)C)=O (tert-butyl 4-[1-{[5-(methoxymethyl)-1,3,4-oxadiazol-2-yl]methyl}-2,4-dioxo-6-phenyl-1,4-dihydrothieno[3,2-d]pyrimidin-3(2H)-yl]piperidine-1-carboxylate), Cl (hydrogen chloride). The solvent is C(Cl)Cl (DCM), O1CCOCC1 (1,4-dioxane). The product is Cl.COCC1=NN=C(O1)CN1C(N(C(C2=C1C=C(S2)C2=CC=CC=C2)=O)C2CCNCC2)=O (1-{[5-(methoxymethyl)-1,3,4-oxadiazol-2-yl]methyl}-6-phenyl-3-(piperidin-4-yl)thieno[3,2-d]pyrimidine-2,4(1H,3H)-dione hydrochloride). As a reaction SMILES: [CH3:1][O:2][CH2:3][C:4]1[O:8][C:7]([CH2:9][N:10]2[C:15]3[CH:16]=[C:17]([C:19]4[CH:24]=[CH:23][CH:22]=[CH:21][CH:20]=4)[S:18][C:14]=3[C:13](=[O:25])[N:12]([CH:26]3[CH2:31][CH2:30][N:29](C(OC(C)(C)C)=O)[CH2:28][CH2:27]3)[C:11]2=[O:39])=[N:6][N:5]=1.[ClH:40]>C(Cl)Cl.O1CCOCC1>[ClH:40].[CH3:1][O:2][CH2:3][C:4]1[O:8][C:7]([CH2:9][N:10]2[C:15]3[CH:16]=[C:17]([C:19]4[CH:24]=[CH:23][CH:22]=[CH:21][CH:20]=4)[S:18][C:14]=3[C:13](=[O:25])[N:12]([CH:26]3[CH2:31][CH2:30][NH:29][CH2:28][CH2:27]3)[C:11]2=[O:39])=[N:6][N:5]=1 |f:4.5|. Procedure: A solution of tert-butyl 4-[1-{[5-(methoxymethyl)-1,3,4-oxadiazol-2-yl]methyl}-2,4-dioxo-6-phenyl-1,4-dihydrothieno[3,2-d]pyrimidin-3(2H)-yl]piperidine-1-carboxylate (872 mg; compound B8) in DCM (15 ml) is reacted with a solution of hydrogen chloride in 1,4-dioxane (1.5 ml, 4.0 M) according to the procedure described in example B28 to afford the title compound as a solid. Reaction SMILES: [CH3:21][CH2:22][OH:23].[F:1][C:2]([O:3][c:4]1[c:5]([OH:18])[cH:6][cH:7][c:8]([N:10]=[N:11][c:12]2[cH:13][cH:14][cH:15][cH:16][cH:17]2)[cH:9]1)([F:19])[F:20]>>[F:1][C:2]([O:3][c:4]1[c:5]([OH:18])[cH:6][cH:7][c:8]([NH2:10])[cH:9]1)([F:19])[F:20]. Yields the product Nc1ccc(O)c(OC(F)(F)F)c1. Starting materials: CCO, Oc1ccc(N=Nc2ccccc2)cc1OC(F)(F)F. The reactants are Cl (hydrochloric acid), CS(=O)(=O)OC(C)CC(C=NOC)SC1=NC=CC=C1 (5-(methoxyimino)-4-(pyridin-2-ylsulfanyl)pentan-2-yl methanesulfonate), C=O (formalin). The solvent is CC(=O)C (acetone). Run at time 2 hour. The product is CS(=O)(=O)OC(C)CC(C=O)SC1=NC=CC=C1 (5-oxo-4-(pyridin-2-ylsulfanyl)pentan-2-yl methanesulfonate). As a reaction SMILES: Cl.[CH3:2][S:3]([O:6][CH:7]([CH2:9][CH:10]([S:15][C:16]1[CH:21]=[CH:20][CH:19]=[CH:18][N:17]=1)[CH:11]=NOC)[CH3:8])(=[O:5])=[O:4].C=[O:23]>CC(C)=O>[CH3:2][S:3]([O:6][CH:7]([CH2:9][CH:10]([S:15][C:16]1[CH:21]=[CH:20][CH:19]=[CH:18][N:17]=1)[CH:11]=[O:23])[CH3:8])(=[O:5])=[O:4]. Procedure details: 14 mL of 2 mol/L hydrochloric acid was added to a mixture of 2.1 g of 5-(methoxyimino)-4-(pyridin-2-ylsulfanyl)pentan-2-yl methanesulfonate, 4.7 mL of a 36% formalin aqueous solution and 60 mL of acetone, and the obtained mixture was stirred at room temperature for 2 hours, and then at 50° C. for 3 hours. Thereafter, the solvent was distilled away under reduced pressure, 100 mL of ethyl acetate and 100 mL of water were then added to the residue, and the water layer was then removed. The organic ... The reactants are CC(C)(C)OC(=O)OC(C)(C)C, CCO, NCCCCCCN. Yields the product CC(C)(C)OC(=O)NCCCCCCN. RXN SMILES: [C:9]([O:10][C:11]([CH3:12])([CH3:13])[CH3:14])([O:15][C:17]([CH3:18])([CH3:19])[CH3:20])=[O:16].[CH3:21][CH2:22][OH:23].[NH2:1][CH2:2][CH2:3][CH2:4][CH2:5][CH2:6][CH2:7][NH2:8]>>[NH:1]([CH2:2][CH2:3][CH2:4][CH2:5][CH2:6][CH2:7][NH2:8])[C:9]([O:10][C:11]([CH3:12])([CH3:13])[CH3:14])=[O:15]. The reactants are OOS(=O)[O-].[K+] (Oxone), monopersulfate, OC1=CC=C2C(C(COC2=C1)(C1=CC=NC=C1)C)CCCCCCCCCSCCCC(C(F)(F)F)(F)F ((3RS,4RS)-7-hydroxy-3-methyl-4-[9-(4,4,5,5,5-pentafluoropentylthio)nonyl]-3-(4-pyridyl)chroman). Run in O (water), O1CCCC1 (tetrahydrofuran). Run at time 5 hour. Product: OC1=CC=C2C(C(COC2=C1)(C1=CC=NC=C1)C)CCCCCCCCCS(=O)CCCC(C(F)(F)F)(F)F ((3RS,4RS)-7-hydroxy-3-methyl-4-[9-(4,4,5,5,5-pentafluoropentylsulfinyl)nonyl]-3-(4-pyridyl)chroman). Yield: 81.0%. RXN SMILES: [OH:1][C:2]1[CH:11]=[C:10]2[C:5]([CH:6]([CH2:19][CH2:20][CH2:21][CH2:22][CH2:23][CH2:24][CH2:25][CH2:26][CH2:27][S:28][CH2:29][CH2:30][CH2:31][C:32]([F:38])([F:37])[C:33]([F:36])([F:35])[F:34])[C:7]([CH3:18])([C:12]3[CH:17]=[CH:16][N:15]=[CH:14][CH:13]=3)[CH2:8][O:9]2)=[CH:4][CH:3]=1.[OH:39]OS([O-])=O.[K+]>O1CCCC1.O>[OH:1][C:2]1[CH:11]=[C:10]2[C:5]([CH:6]([CH2:19][CH2:20][CH2:21][CH2:22][CH2:23][CH2:24][CH2:25][CH2:26][CH2:27][S:28]([CH2:29][CH2:30][CH2:31][C:32]([F:38])([F:37])[C:33]([F:36])([F:34])[F:35])=[O:39])[C:7]([CH3:18])([C:12]3[CH:13]=[CH:14][N:15]=[CH:16][CH:17]=3)[CH2:8][O:9]2)=[CH:4][CH:3]=1 |f:1.2|. Procedure details: To a solution of (3RS,4RS)-7-hydroxy-3-methyl-4-[9-(4,4,5,5,5-pentafluoropentylthio)nonyl]-3-(4-pyridyl)chroman (6.1 mg, 0.011 mmol) in tetrahydrofuran (0.5 ml) was added under ice-cooling a solution of Oxone® (monopersulfate compound; DuPont product) (3.4 mg, 0.0055 mmol) in water (0.5 ml), which was then stirred for 5 hours. After the reaction was completed, the reaction solution was extracted with ethyl acetate and washed with saturated saline solution. The organic layer was dried over magnes...